From a dataset of the Open Reaction Database (ORD), a public repository of structured organic reaction records. describe an organic reaction: reactants, conditions, products, and yield Reactants: C(C)(C)(C)OC(=O)NC(C)C1CN(CC1)C1=C(C=C2C(C(=CN(C2=N1)C1CC1)C(=O)O)=O)F (7-[3-(1-(N-tert-butoxycarbonylamino)ethyl)-1-pyrrolidinyl]-1-cyclopropyl-6-fluoro-1,4 -dihydro-4-oxo-1,8-naphthyridine-3-carboxylic acid), Cl (HCl). Solvent: C(C)O (ethanol). Yields the product NC(C)C1CN(CC1)C1=C(C=C2C(C(=CN(C2=N1)C1CC1)C(=O)O)=O)F (7-[3-(1-aminoethyl)-1-pyrrolidinyl]-1-cyclopropyl-6-fluoro-1,4-dihydro-4-oxo-1,8 -naphthyridine-3-carboxylic acid). As a reaction SMILES: C(OC([NH:8][CH:9]([CH:11]1[CH2:15][CH2:14][N:13]([C:16]2[N:25]=[C:24]3[C:19]([C:20](=[O:32])[C:21]([C:29]([OH:31])=[O:30])=[CH:22][N:23]3[CH:26]3[CH2:28][CH2:27]3)=[CH:18][C:17]=2[F:33])[CH2:12]1)[CH3:10])=O)(C)(C)C.Cl>C(O)C>[NH2:8][CH:9]([CH:11]1[CH2:15][CH2:14][N:13]([C:16]2[N:25]=[C:24]3[C:19]([C:20](=[O:32])[C:21]([C:29]([OH:31])=[O:30])=[CH:22][N:23]3[CH:26]3[CH2:27][CH2:28]3)=[CH:18][C:17]=2[F:33])[CH2:12]1)[CH3:10]. Procedure details: 7-[3-(1-(N-tert-butoxycarbonylamino)ethyl)-1-pyrrolidinyl]-1-cyclopropyl-6-fluoro-1,4 -dihydro-4-oxo-1,8-naphthyridine-3-carboxylic acid isomer A (0.78 g, 0.0017 mole), preformed above, in ethanol (37 mL)/1N HCl (15 mL) was heated at 90° for 75 minutes. The reaction was cooled to room temperature and the solvent partially removed under reduced pressure. On standing a solid formed. This was filtered, washed with ethanol/diethyl ether, and then with diethyl ether and was dried in an oven under vac...